Dataset: the Open Reaction Database (ORD), a public repository of structured organic reaction records. Task: describe an organic reaction: reactants, conditions, products, and yield Starting materials: C1CCOC1, CNCCO, CCN(C(C)C)C(C)C, NCc1cccc(Cl)c1Cl, O=C(OC(Cl)(Cl)Cl)OC(Cl)(Cl)Cl. Product: CN(CCO)C(=O)NCc1cccc(Cl)c1Cl. RXN SMILES: [CH2:37]1[O:38][CH2:39][CH2:40][CH2:41]1.[CH3:32][NH:33][CH2:34][CH2:35][OH:36].[CH:23]([N:24]([CH2:25][CH3:26])[CH:27]([CH3:28])[CH3:29])([CH3:30])[CH3:31].[Cl:13][c:14]1[c:15]([CH2:16][NH2:17])[cH:18][cH:19][cH:20][c:21]1[Cl:22].[Cl:1][C:2]([Cl:3])([O:4][C:5]([O:6][C:7]([Cl:8])([Cl:9])[Cl:10])=[O:11])[Cl:12]>>[C:5](=[O:11])([NH:17][CH2:16][c:15]1[c:14]([Cl:13])[c:21]([Cl:22])[cH:20][cH:19][cH:18]1)[N:33]([CH3:32])[CH2:34][CH2:35][OH:36].